From a dataset of the Open Reaction Database (ORD), a public repository of structured organic reaction records. describe an organic reaction: reactants, conditions, products, and yield The reactants are C(CC)NC1=NC(SC1)=O (4-(propylamino)-1,3-thiazol-2(5H)-one), FC(C1=C(CN2CCC(CC2)C=O)C=CC(=C1)C(F)(F)F)(F)F (1-[2,4-bis(trifluoromethyl)benzyl]piperidine-4-carbaldehyde), C(C)(=O)[O-].[NH2+]1CCCCC1 (piperidinium acetate). Solvent: CC(C)O (2-propanol). Conditions: temperature 75 celsius, time 4 hour. The product is FC(C1=C(CN2CCC(CC2)\C=C/2\C(=NC(S2)=O)NCCC)C=CC(=C1)C(F)(F)F)(F)F ((5Z)-5-({1-[2,4-bis(trifluoromethyl)benzyl]piperidin-4-yl}methylidene)-4-(propylamino)-1,3-thiazol-2(5H)-one). The yield is 25.7%. RXN SMILES: [CH2:1]([NH:4][C:5]1[CH2:9][S:8][C:7](=[O:10])[N:6]=1)[CH2:2][CH3:3].[F:11][C:12]([F:33])([F:32])[C:13]1[CH:27]=[C:26]([C:28]([F:31])([F:30])[F:29])[CH:25]=[CH:24][C:14]=1[CH2:15][N:16]1[CH2:21][CH2:20][CH:19]([CH:22]=O)[CH2:18][CH2:17]1.C([O-])(=O)C.[NH2+]1CCCCC1>CC(O)C>[F:33][C:12]([F:11])([F:32])[C:13]1[CH:27]=[C:26]([C:28]([F:31])([F:30])[F:29])[CH:25]=[CH:24][C:14]=1[CH2:15][N:16]1[CH2:21][CH2:20][CH:19](/[CH:22]=[C:9]2/[C:5]([NH:4][CH2:1][CH2:2][CH3:3])=[N:6][C:7](=[O:10])[S:8]/2)[CH2:18][CH2:17]1 |f:2.3|. Procedure: To a solution of 4-(propylamino)-1,3-thiazol-2(5H)-one (450 mg) and 1-[2,4-bis(trifluoromethyl)benzyl]piperidine-4-carbaldehyde (1.06 g) in 2-propanol (10 mL) was added piperidinium acetate (413 mg). The reaction mixture was stirred at 75° C. for 4 hr and concentrated under reduced pressure. Water was added to the residue, and the mixture was extracted with ethyl acetate. The extract was washed with saturated brine, and dried over anhydrous magnesium sulfate, and the solvent was evaporated under... Starting materials: C(C)OP(OCC)(=O)C1=CC=C(C=C1)Cl (diethyl(4-chlorophenyl)-phosphonate), C(CCCC)Br (n-pentylbromide). The product is C(C)OP(=O)(CCCCC)C1=CC=C(C=C1)Cl (ethyl(4-chlorophenyl)-n-pentyl-phosphinate). As a reaction SMILES: C(O[P:4]([C:9]1[CH:14]=[CH:13][C:12]([Cl:15])=[CH:11][CH:10]=1)(=[O:8])[O:5][CH2:6][CH3:7])C.[CH2:16](Br)[CH2:17][CH2:18][CH2:19][CH3:20]>>[CH2:6]([O:5][P:4]([C:9]1[CH:10]=[CH:11][C:12]([Cl:15])=[CH:13][CH:14]=1)([CH2:16][CH2:17][CH2:18][CH2:19][CH3:20])=[O:8])[CH3:7]. Procedure: 3.5 g (15 mmol) of diethyl(4-chlorophenyl)-phosphonate and 3 ml (24.7 mmol) of n-pentylbromide are heated to 150° C. for 90 minutes with stirring. The cooled clear solution is chromatographed on silica gel and eluted with cyclohexane/ethyl acetate (7:3 to 1:1).